From a dataset of the Open Reaction Database (ORD), a public repository of structured organic reaction records. describe an organic reaction: reactants, conditions, products, and yield The reactants are BrCCC1(OC2=C(C1)C(=C(C(=C2C)C)NC(OC(C)(C)C)=O)C)C (tert-butyl [2-(2-bromoethyl)-2,3-dihydro-2,4,6,7-tetramethylbenzofuran-5-yl]carbamate), C1(=CC=CC=C1)C(OC1CCNCC1)C1=CC=CC=C1 (4-(diphenylmethoxy)piperidine), C([O-])([O-])=O.[K+].[K+] (potassium carbonate). Solvent: CN(C=O)C (N,N-dimethylformamide), O (water). Run at temperature 60 celsius, time 15 hour. Product: C1(=CC=CC=C1)C(OC1CCN(CC1)CCC1(OC2=C(C1)C(=C(C(=C2C)C)NC(OC(C)(C)C)=O)C)C)C2=CC=CC=C2 (Tert-butyl [2-[2-[4-(diphenylmethoxy)-1-piperidinyl]ethyl]-2,3-dihydro-2,4,6,7-tetramethylbenzofuran-5-yl]carbamate). Isolated yield 90.8%. Reaction SMILES: Br[CH2:2][CH2:3][C:4]1([CH3:24])[CH2:8][C:7]2[C:9]([CH3:23])=[C:10]([NH:15][C:16](=[O:22])[O:17][C:18]([CH3:21])([CH3:20])[CH3:19])[C:11]([CH3:14])=[C:12]([CH3:13])[C:6]=2[O:5]1.[C:25]1([CH:31]([C:39]2[CH:44]=[CH:43][CH:42]=[CH:41][CH:40]=2)[O:32][CH:33]2[CH2:38][CH2:37][NH:36][CH2:35][CH2:34]2)[CH:30]=[CH:29][CH:28]=[CH:27][CH:26]=1.C(=O)([O-])[O-].[K+].[K+]>CN(C)C=O.O>[C:39]1([CH:31]([C:25]2[CH:26]=[CH:27][CH:28]=[CH:29][CH:30]=2)[O:32][CH:33]2[CH2:38][CH2:37][N:36]([CH2:2][CH2:3][C:4]3([CH3:24])[CH2:8][C:7]4[C:9]([CH3:23])=[C:10]([NH:15][C:16](=[O:22])[O:17][C:18]([CH3:21])([CH3:20])[CH3:19])[C:11]([CH3:14])=[C:12]([CH3:13])[C:6]=4[O:5]3)[CH2:35][CH2:34]2)[CH:40]=[CH:41][CH:42]=[CH:43][CH:44]=1 |f:2.3.4|. Procedure details: A suspension of tert-butyl [2-(2-bromoethyl)-2,3-dihydro-2,4,6,7-tetramethylbenzofuran-5-yl]carbamate (1.2 g), 4-(diphenylmethoxy)piperidine (0.85 g), and potassium carbonate (0.44 g) in N,N-dimethylformamide (20 mL) was stirred at 60° C. for 15 hours. This reaction mixture was diluted with water and extracted with ethyl acetate. The extract was washed with saturated aqueous NaCl, dried over MgSO4, and concentrated under reduced pressure. The residue was purified by silica gel column chromatogra... Starting materials: C1CCNCC1, CN(C)C=O, Cc1cc(CNC(=O)C2CCCN2C(=O)OCC2c3ccccc3-c3ccccc32)nc(-n2ccnc2)n1. Yields the product Cc1cc(CNC(=O)C2CCCN2)nc(-n2ccnc2)n1. Reaction SMILES: [CH2:39]1[CH2:40][CH2:41][NH:42][CH2:43][CH2:44]1.[CH3:45][N:46]([CH3:47])[CH:48]=[O:49].[cH:1]1[c:2]2[c:14]([cH:15][cH:16][cH:17]1)-[c:9]1[c:8]([cH:13][cH:12][cH:11][cH:10]1)[CH:3]2[CH2:4][O:5][C:6](=[O:7])[N:18]1[CH:19]([C:23]([NH:24][CH2:25][c:26]2[n:27][c:28](-[n:33]3[cH:34][n:35][cH:36][cH:37]3)[n:29][c:30]([CH3:32])[cH:31]2)=[O:38])[CH2:20][CH2:21][CH2:22]1>>[NH:18]1[CH:19]([C:23]([NH:24][CH2:25][c:26]2[n:27][c:28](-[n:33]3[cH:34][n:35][cH:36][cH:37]3)[n:29][c:30]([CH3:32])[cH:31]2)=[O:38])[CH2:20][CH2:21][CH2:22]1.